This data is from the Open Reaction Database (ORD), a public repository of structured organic reaction records. The task is: describe an organic reaction: reactants, conditions, products, and yield Reactants: CC(=O)O[BH-](OC(C)=O)OC(C)=O, C=O, CC(=O)O, CC(Cl)Cl, COc1ccc(F)cc1C(C)(C)CC(N)(Cc1ccnc2ccccc12)C(F)(F)F, [Na+]. Product: CNC(Cc1ccnc2ccccc12)(CC(C)(C)c1cc(F)ccc1OC)C(F)(F)F. RXN SMILES: [C:37]([O:38][BH-:39]([O:40][C:41](=[O:42])[CH3:43])[O:44][C:45](=[O:46])[CH3:47])(=[O:48])[CH3:49].[CH2:31]=[O:32].[CH3:33][C:34](=[O:35])[OH:36].[Cl:51][CH:52]([Cl:53])[CH3:54].[F:1][c:2]1[cH:3][cH:4][c:5]([O:29][CH3:30])[c:6]([C:8]([CH2:9][C:10]([C:11]([F:12])([F:13])[F:14])([CH2:15][c:16]2[cH:17][cH:18][n:19][c:20]3[cH:21][cH:22][cH:23][cH:24][c:25]23)[NH2:26])([CH3:27])[CH3:28])[cH:7]1.[Na+:50]>>[F:1][c:2]1[cH:3][cH:4][c:5]([O:29][CH3:30])[c:6]([C:8]([CH2:9][C:10]([C:11]([F:12])([F:13])[F:14])([CH2:15][c:16]2[cH:17][cH:18][n:19][c:20]3[cH:21][cH:22][cH:23][cH:24][c:25]23)[NH:26][CH3:33])([CH3:27])[CH3:28])[cH:7]1. Yields the product FC(C=1C=C(C=CC1)OC=1C=C(C=CC1)CNC1=CC=C(C=C1)[C@H]1[C@@H](C1)C(=O)O)(F)F ((+)-(trans)-2-(4-{[(3-{[3-(trifluoromethyl)phenyl]oxy}phenyl)methyl]amino}phenyl)cyclopropanecarboxy lic Acid). Starting materials: FC(C=1C=C(C=CC1)OC=1C=C(C=O)C=CC1)(F)F (3-{[3-(trifluoromethyl)phenyl]oxy}benzaldehyde), C(C)OC(=O)[C@H]1[C@@H](C1)C1=CC=C(C=C1)N ((+)-(trans)-ethyl-2-(4-aminophenyl)cyclopropanecarboxylate), Cl (hydrochloric acid), FC(C=1C=C(C=CC1)OC=1C=C(C=CC1)CNC1=CC=C(C=C1)C1C(C1)C(=O)OCC)(F)F (ethyl 2-(4-{[(3-{[3-(trifluoromethyl)phenyl]oxy}phenyl)methyl]amino}phenyl)cyclopropanecarboxylate), ethyl and methyl ester, C(C)(=O)O[BH-](OC(C)=O)OC(C)=O.[Na+] (sodium triacetoxyborohydride), [OH-].[Na+] (sodium hydroxide). Yield: 100.0%. RXN SMILES: C(OC([C@@H]1C[C@H]1C1C=CC(N)=CC=1)=O)C.FC(F)(F)C1C=C(OC2C=C(C=CC=2)C=O)C=CC=1.C(O[BH-](OC(=O)C)OC(=O)C)(=O)C.[Na+].[F:49][C:50]([F:81])([F:80])[C:51]1[CH:52]=[C:53]([O:57][C:58]2[CH:59]=[C:60]([CH2:64][NH:65][C:66]3[CH:71]=[CH:70][C:69]([CH:72]4[CH2:74][CH:73]4[C:75]([O:77]CC)=[O:76])=[CH:68][CH:67]=3)[CH:61]=[CH:62][CH:63]=2)[CH:54]=[CH:55][CH:56]=1.[OH-].[Na+].Cl>ClC(Cl)C.C1COCC1.CCO.O>[F:49][C:50]([F:80])([F:81])[C:51]1[CH:52]=[C:53]([O:57][C:58]2[CH:59]=[C:60]([CH2:64][NH:65][C:66]3[CH:71]=[CH:70][C:69]([C@@H:72]4[CH2:74][C@H:73]4[C:75]([OH:77])=[O:76])=[CH:68][CH:67]=3)[CH:61]=[CH:62][CH:63]=2)[CH:54]=[CH:55][CH:56]=1 |f:2.3,5.6,9.10|. Reaction conditions: time 18 hour. Reported procedure: To a mixture of (+)-(trans)-ethyl-2-(4-aminophenyl)cyclopropanecarboxylate (III-1b) (0.093 g, 0.453 mmol) in dichloroethane (3.5 mL) was added 3-{[3-(trifluoromethyl)phenyl]oxy}benzaldehyde (70 uL, 0.404 mmol). The mixture was stirred for 18 h followed by addition of sodium triacetoxyborohydride (0.135 g, 0.637 mmol). The mixture was stirred for 12 h at RT. Water was added (10 mL), and the layers were separated. The aqueous phase was extracted with CH2Cl2 (2×10 mL). The combined organics were dr... Run in ClC(C)Cl (dichloroethane), O (Water), O (Water), C1CCOC1.CCO (THF EtOH). Starting materials: [N+](=O)([O-])C=1C=C(C(=C(C1NC(CC)CC)[N+](=O)[O-])C(C)C)C (4,6-dinitro-N-(1-ethylpropyl)-o-cymen-5-amine), S(O)(O)(=O)=O (sulfuric acid). Run in O (water), O (water). The product is [N+](=O)([O-])C=1C=C(C(=C(C1N)[N+](=O)[O-])C(C)C)C (4,6-Dinitro-o-Cymen-5-Amine). RXN SMILES: [N+:1]([C:4]1[CH:5]=[C:6]([CH3:22])[C:7]([CH:19]([CH3:21])[CH3:20])=[C:8]([N+:16]([O-:18])=[O:17])[C:9]=1[NH:10]C(CC)CC)([O-:3])=[O:2].S(=O)(=O)(O)O>O>[N+:1]([C:4]1[CH:5]=[C:6]([CH3:22])[C:7]([CH:19]([CH3:20])[CH3:21])=[C:8]([N+:16]([O-:18])=[O:17])[C:9]=1[NH2:10])([O-:3])=[O:2]. Reported procedure: A mixture of 4,6-dinitro-N-(1-ethylpropyl)-o-cymen-5-amine (55 g, 0.18 mole) aqueous sulfuric acid (from conc. sulfuric acid (680 ml.) and water (680 ml.) are stirred and heated at 70°-75° C. for several hrs. The mixture is then diluted with ice and water and extracted with chloroform to give 37.7 g. of crude 4,6-dinitro-o-cymen-5-amine, a liquid which crystallized, and which was determined to be 83 area % pure by glc analysis. The reactants are CC(C)(C)[Si](C)(C)Cl, CN(C)c1ccncc1, ClCCl, COc1ccc(F)c(-c2ccc(CO)cc2C(O)C(C)(C)C)c1, COc1ccc(F)c(-c2ccc(CO)cc2C(O)C(C)(C)C)c1. Product: COc1ccc(F)c(-c2ccc(CO[Si](C)(C)C(C)(C)C)cc2C(O)C(C)(C)C)c1. As a reaction SMILES: [C:50]([CH3:51])([CH3:52])([CH3:53])[Si:54]([CH3:55])([CH3:56])[Cl:57].[CH3:58][N:59]([c:60]1[cH:61][cH:62][n:63][cH:64][cH:65]1)[CH3:66].[Cl:47][CH2:48][Cl:49].[F:1][c:2]1[c:3](-[c:10]2[c:11]([CH:18]([C:19]([CH3:20])([CH3:21])[CH3:22])[OH:23])[cH:12][c:13]([CH2:16][OH:17])[cH:14][cH:15]2)[cH:4][c:5]([O:8][CH3:9])[cH:6][cH:7]1.[F:24][c:25]1[cH:26][cH:27][c:28]([O:29][CH3:30])[cH:31][c:32]1-[c:33]1[cH:34][cH:35][c:36]([CH2:37][OH:38])[cH:39][c:40]1[CH:41]([OH:42])[C:43]([CH3:44])([CH3:45])[CH3:46]>>[F:1][c:2]1[c:3](-[c:10]2[c:11]([CH:18]([C:19]([CH3:20])([CH3:21])[CH3:22])[OH:23])[cH:12][c:13]([CH2:16][O:17][Si:54]([C:50]([CH3:51])([CH3:52])[CH3:53])([CH3:55])[CH3:56])[cH:14][cH:15]2)[cH:4][c:5]([O:8][CH3:9])[cH:6][cH:7]1. The reactants are CCOC(C)=O, Cl, CC1N(C(=O)OC(C)(C)C)C(=O)CC1(C)O. Yields the product CC1NC(=O)CC1(C)O. As a reaction SMILES: [C:17]([O:18][CH2:19][CH3:20])(=[O:21])[CH3:22].[ClH:23].[OH:1][C:2]1([CH3:16])[CH:3]([CH3:15])[N:4]([C:8]([O:9][C:10]([CH3:11])([CH3:12])[CH3:13])=[O:14])[C:5](=[O:7])[CH2:6]1>>[OH:1][C:2]1([CH3:16])[CH:3]([CH3:15])[NH:4][C:5](=[O:7])[CH2:6]1. Reactants: OC1CCN(CCc2ccccc2)C1, COC(=O)C(O)(c1cccs1)c1cccs1. Yields the product O=C(OC1CCN(CCc2ccccc2)C1)C(O)(c1cccs1)c1cccs1. As a reaction SMILES: [CH2:17]([CH2:18][c:19]1[cH:20][cH:21][cH:22][cH:23][cH:24]1)[N:25]1[CH2:26][CH:27]([OH:30])[CH2:28][CH2:29]1.[CH3:1][O:2][C:3]([C:4]([c:5]1[s:6][cH:7][cH:8][cH:9]1)([c:10]1[s:11][cH:12][cH:13][cH:14]1)[OH:15])=[O:16]>>[CH:1]1([O:2][C:3]([C:4]([c:5]2[s:6][cH:7][cH:8][cH:9]2)([c:10]2[s:11][cH:12][cH:13][cH:14]2)[OH:15])=[O:16])[CH2:27][CH2:26][N:25]([CH2:17][CH2:18][c:19]2[cH:20][cH:21][cH:22][cH:23][cH:24]2)[CH2:29]1.